This data is from the Open Reaction Database (ORD), a public repository of structured organic reaction records. The task is: describe an organic reaction: reactants, conditions, products, and yield Starting materials: C(C)N1C2=C(N(C(C(C1=O)(C)C)=O)C)C=C(C=C2)O (1-Ethyl-7-hydroxy-3,3,5-trimethyl-1,5-dihydrobenzo[b][1,4]diazepine-2,4-dione), C([O-])([O-])=O.[K+].[K+] (potassium carbonate), BrCCCCl (1-Bromo-3-chloropropane). Solvent: O (Water), C(C)#N (acetonitrile), O (water). Reaction conditions: temperature 70 celsius. The product is ClCCCOC1=CC2=C(N(C(C(C(N2C)=O)(C)C)=O)CC)C=C1 (7-(3-chloropropoxy)-1-ethyl-3,3,5-trimethyl-1,5-dihydrobenzo[b][1,4]diazepine-2,4-dione). The yield is 90.6%. Reaction SMILES: [CH2:1]([N:3]1[C:9](=[O:10])[C:8]([CH3:12])([CH3:11])[C:7](=[O:13])[N:6]([CH3:14])[C:5]2[CH:15]=[C:16]([OH:19])[CH:17]=[CH:18][C:4]1=2)[CH3:2].C(=O)([O-])[O-].[K+].[K+].Br[CH2:27][CH2:28][CH2:29][Cl:30]>O.C(#N)C>[Cl:30][CH2:29][CH2:28][CH2:27][O:19][C:16]1[CH:17]=[CH:18][C:4]2[N:3]([CH2:1][CH3:2])[C:9](=[O:10])[C:8]([CH3:12])([CH3:11])[C:7](=[O:13])[N:6]([CH3:14])[C:5]=2[CH:15]=1 |f:1.2.3|. Reported procedure: 1-Ethyl-7-hydroxy-3,3,5-trimethyl-1,5-dihydrobenzo[b][1,4]diazepine-2,4-dione (1.85 g, 7.1 mmol) and potassium carbonate (1.2 g, 8.5 mmol) were added to 50% water-containing acetonitrile (40 ml), and dissolved by heating to 70° C. 1-Bromo-3-chloropropane (2.1 ml, 21 mmol) was added thereto, and heating was conducted under reflux for 6 hours. The reaction mixture was cooled to room temperature. Water was added, and extraction with ethyl acetate was performed. The organic layer was dried over sodi...